This data is from the Open Reaction Database (ORD), a public repository of structured organic reaction records. The task is: describe an organic reaction: reactants, conditions, products, and yield Reactants: C(C)(C)(C)OC(=O)N1CC2=CC=CC=C2CC1C=O (3-Formyl-3,4-dihydro-1H-isoquinoline-2-carboxylic acid tert-butyl ester), ice, [NH4+].[OH-] (NH4OH), C1(=CC=CC=C1)C(C(C)=O)=O (1-phenyl-propane-1,2-dione), C(C)(=O)[O-].[NH4+] (ammonium acetate). Solvent: CC(=O)O (AcOH). The product is CC1=C(N=C(N1)C1NCC2=CC=CC=C2C1)C1=CC=CC=C1 (3-(5-methyl-4-phenyl-1H-imidazol-2-yl)-3,4-dihydro-1H-isoquinoline). Reaction SMILES: C(OC([N:8]1[CH:17]([CH:18]=O)[CH2:16][C:15]2[C:10](=[CH:11][CH:12]=[CH:13][CH:14]=2)[CH2:9]1)=O)(C)(C)C.[C:20]1([C:26](=O)[C:27](=O)[CH3:28])[CH:25]=[CH:24][CH:23]=[CH:22][CH:21]=1.C([O-])(=O)C.[NH4+:35].[NH4+:36].[OH-]>CC(O)=O>[CH3:28][C:27]1[NH:36][C:18]([CH:17]2[CH2:16][C:15]3[C:10](=[CH:11][CH:12]=[CH:13][CH:14]=3)[CH2:9][NH:8]2)=[N:35][C:26]=1[C:20]1[CH:25]=[CH:24][CH:23]=[CH:22][CH:21]=1 |f:2.3,4.5|. Procedure details: 3-Formyl-3,4-dihydro-1H-isoquinoline-2-carboxylic acid tert-butyl ester (1.83 g, 7 mmol) was combined with AcOH (25 mL) to which was immediately added 1-phenyl-propane-1,2-dione (3.11 g, 21 mmol) and NH4OAc (13.49 g, 175 mmol). The reaction mixture was then placed on a steam bath and heated under an argon atmosphere for 20 minutes. The reaction mixture was cooled in an ice bath and then added to an ice slurry (44 g). The resulting mixture was basified by addition of concentrated NH4OH (50 mL) an...